From a dataset of the Open Reaction Database (ORD), a public repository of structured organic reaction records. describe an organic reaction: reactants, conditions, products, and yield Reactants: Cc1ccc(C)c(N2CCN(C(=O)C3CNC(=O)N3c3ccccc3)CC2)c1, O=S(=O)(Cl)c1cc(F)ccc1F, [H-], [Na+]. Yields the product Cc1ccc(C)c(N2CCN(C(=O)C3CN(S(=O)(=O)c4cc(F)ccc4F)C(=O)N3c3ccccc3)CC2)c1. RXN SMILES: [CH3:1][c:2]1[c:3]([N:9]2[CH2:10][CH2:11][N:12]([C:15](=[O:16])[CH:17]3[CH2:18][NH:19][C:20](=[O:28])[N:21]3[c:22]3[cH:23][cH:24][cH:25][cH:26][cH:27]3)[CH2:13][CH2:14]2)[cH:4][c:5]([CH3:8])[cH:6][cH:7]1.[F:31][c:32]1[c:33]([S:39](=[O:40])(=[O:41])[Cl:42])[cH:34][c:35]([F:38])[cH:36][cH:37]1.[H-:29].[Na+:30]>>[CH3:1][c:2]1[c:3]([N:9]2[CH2:10][CH2:11][N:12]([C:15](=[O:16])[CH:17]3[CH2:18][N:19]([S:39]([c:33]4[c:32]([F:31])[cH:37][cH:36][c:35]([F:38])[cH:34]4)(=[O:40])=[O:41])[C:20](=[O:28])[N:21]3[c:22]3[cH:23][cH:24][cH:25][cH:26][cH:27]3)[CH2:13][CH2:14]2)[cH:4][c:5]([CH3:8])[cH:6][cH:7]1. The reactants are C1(CCCCC1)C1=C(NC2=CC(=CC=C12)C(=O)OC)C1=C(C=C(C=C1)OS(=O)(=O)C1=CC=C(C=C1)C)OCOC (Methyl 3-cyclohexyl-2-(2-(methoxymethoxy)-4-{[(4-methylphenyl)sulfonyl]oxy}-phenyl)-1H-indole-6-carboxylate), Cl (HCl), C[O-].[Na+] (NaOMe), C[O-].[Na+] (NaOMe). Run in CO (MeOH). Reaction conditions: temperature 80 celsius. The product is C1(CCCCC1)C1=C(NC2=CC(=CC=C12)C(=O)OC)C1=C(C=C(C=C1)O)OCOC (methyl 3-cyclohexyl-2-[4-hydroxy-2-(methoxymethoxy)phenyl]-1H-indole-6-carboxylate). The yield is 49.0%. As a reaction SMILES: [CH:1]1([C:7]2[C:15]3[C:10](=[CH:11][C:12]([C:16]([O:18][CH3:19])=[O:17])=[CH:13][CH:14]=3)[NH:9][C:8]=2[C:20]2[CH:25]=[CH:24][C:23]([O:26]S(C3C=CC(C)=CC=3)(=O)=O)=[CH:22][C:21]=2[O:37][CH2:38][O:39][CH3:40])[CH2:6][CH2:5][CH2:4][CH2:3][CH2:2]1.C[O-].[Na+].Cl>CO>[CH:1]1([C:7]2[C:15]3[C:10](=[CH:11][C:12]([C:16]([O:18][CH3:19])=[O:17])=[CH:13][CH:14]=3)[NH:9][C:8]=2[C:20]2[CH:25]=[CH:24][C:23]([OH:26])=[CH:22][C:21]=2[O:37][CH2:38][O:39][CH3:40])[CH2:6][CH2:5][CH2:4][CH2:3][CH2:2]1 |f:1.2|. Procedure: Methyl 3-cyclohexyl-2-(2-(methoxymethoxy)-4-{[(4-methylphenyl)sulfonyl]oxy}-phenyl)-1H-indole-6-carboxylate was suspended in MeOH 0.18 M) and NaOMe (5 eq) was added. The mixture was warmed in a closed vessel to 80° C. After 4 h additional NaOMe (5 eq) was added. The mixture was warmed overnight. The mixture was cooled to RT and 1N aqueous HCl was added to the mixture. After dilution with H2O the mixture was extracted with EtOAc. The organic phase was separated and washed with sat. aq. NaHCO3 and... Reactants: BrC=1C=NC=2N(C1)N=C(C2)C(=O)O (6-bromo-pyrazolo[1,5-a]pyrimidine-2-carboxylic acid), CC1NCCC2=CC=CC(=C12)[N+](=O)[O-] (1-Methyl-8-nitro-1,2,3,4-tetrahydro-isoquinoline). Product: BrC=1C=NC=2N(C1)N=C(C2)C(=O)N2C(C1=C(C=CC=C1CC2)[N+](=O)[O-])C ((6-Bromo-pyrazolo[1,5-a]pyrimidin-2-yl)-(1-methyl-8-nitro-3,4-dihydro-1H-isoquinolin-2-yl)-methanone). As a reaction SMILES: [Br:1][C:2]1[CH:3]=[N:4][C:5]2[N:6]([N:8]=[C:9]([C:11]([OH:13])=O)[CH:10]=2)[CH:7]=1.[CH3:14][CH:15]1[C:24]2[C:19](=[CH:20][CH:21]=[CH:22][C:23]=2[N+:25]([O-:27])=[O:26])[CH2:18][CH2:17][NH:16]1>>[Br:1][C:2]1[CH:3]=[N:4][C:5]2[N:6]([N:8]=[C:9]([C:11]([N:16]3[CH2:17][CH2:18][C:19]4[C:24](=[C:23]([N+:25]([O-:27])=[O:26])[CH:22]=[CH:21][CH:20]=4)[CH:15]3[CH3:14])=[O:13])[CH:10]=2)[CH:7]=1. Procedure: In close analogy to the procedure described in Example 1, 6-bromo-pyrazolo[1,5-a]pyrimidine-2-carboxylic acid is reacted with 1-Methyl-8-nitro-1,2,3,4-tetrahydro-isoquinoline to provide the title compound in moderate yield. Reactants: O1C(=CC=C1)C(=O)NCC(=O)O (N-2-furoylglycine), C(C)(=O)[O-].[Na+] (sodium acetate), C1(=CC=CC=C1)C1=CC=C(O1)C=O (5-phenylfuraldehyde). Solvent: C(C)(=O)OC(C)=O (acetic anhydride). Conditions: temperature 60 celsius, time 1 hour. Product: O1C(=CC=C1)C=1OC(/C(/N1)=C/C=1OC(=CC1)C1=CC=CC=C1)=O ((4Z)-2-(2-furyl)-4-[(5-phenyl-2-furyl)methylene]-1,3-oxazol-5(4H)-one). Isolated yield 33.3%. RXN SMILES: [O:1]1[CH:5]=[CH:4][CH:3]=[C:2]1[C:6]([NH:8][CH2:9][C:10]([OH:12])=[O:11])=O.C([O-])(=O)C.[Na+].[C:18]1([C:24]2[O:28][C:27]([CH:29]=O)=[CH:26][CH:25]=2)[CH:23]=[CH:22][CH:21]=[CH:20][CH:19]=1>C(OC(=O)C)(=O)C>[O:1]1[CH:5]=[CH:4][CH:3]=[C:2]1[C:6]1[O:12][C:10](=[O:11])/[C:9](=[CH:29]/[C:27]2[O:28][C:24]([C:18]3[CH:19]=[CH:20][CH:21]=[CH:22][CH:23]=3)=[CH:25][CH:26]=2)/[N:8]=1 |f:1.2|. Procedure details: As illustrated in Scheme 2, N-2-furoylglycine (131 mg, 0.776 mmol) is suspended in acetic anhydride (1 mL) and sodium acetate (76 mg, 0.931 mmol) and 5-phenylfuraldehyde (170 mg, 1 mmol) are added. The reaction mixture is shaken at 60° C. for one hour, and cooled to 0° C. The resulting orange solid is filtered and washed with ice water (75 mL) and heptane (50 mL). The solid is then dried under vacuum at 40° C. to afford 79 mg of (4Z)-2-(2-furyl)-4-[(5-phenyl-2-furyl)methylene]-1,3-oxazol-5(4H)-o... Starting materials: CCN=C=NCCCN(C)C, ClCCl, O=C(O)c1ccc(-c2ccccn2)s1, Oc1ccccc1C1CC(c2cccnc2)=NN1. The product is O=C(c1ccc(-c2ccccn2)s1)N1N=C(c2cccnc2)CC1c1ccccc1O. Reaction SMILES: [CH3:33][CH2:34][N:35]=[C:36]=[N:37][CH2:38][CH2:39][CH2:40][N:41]([CH3:42])[CH3:43].[Cl:44][CH2:45][Cl:46].[n:19]1[c:20](-[c:25]2[cH:26][cH:27][c:28]([C:30](=[O:31])[OH:32])[s:29]2)[cH:21][cH:22][cH:23][cH:24]1.[n:1]1[cH:2][c:3]([C:7]2=[N:8][NH:9][CH:10]([c:12]3[c:13]([OH:18])[cH:14][cH:15][cH:16][cH:17]3)[CH2:11]2)[cH:4][cH:5][cH:6]1>>[n:1]1[cH:2][c:3]([C:7]2=[N:8][N:9]([C:30]([c:28]3[cH:27][cH:26][c:25](-[c:20]4[n:19][cH:24][cH:23][cH:22][cH:21]4)[s:29]3)=[O:31])[CH:10]([c:12]3[c:13]([OH:18])[cH:14][cH:15][cH:16][cH:17]3)[CH2:11]2)[cH:4][cH:5][cH:6]1. Starting materials: Cl (HCl), COC1=CC=C(C=C1)C=1N=C(NC1C(=O)OCC)C1=CC=NC=C1 (ethyl 4-(4-methoxyphenyl)-2-(pyridin-4-yl)-1H-imidazole-5-carboxylate), N1=CC=C(C=C1)C=O (pyridine-4-carboxaldehyde), [OH-].[K+] (potassium hydroxide). The solvent is CO (methanol). Run at temperature 55 celsius, time 48 hour. Yields the product COC1=CC=C(C=C1)C=1N=C(NC1C(=O)O)C1=CC=NC=C1 (4-(4-methoxyphenyl)-2-(pyridin-4-yl)-1H-imidazole-5-carboxylic acid). Reaction SMILES: [CH3:1][O:2][C:3]1[CH:8]=[CH:7][C:6]([C:9]2[N:10]=[C:11]([C:19]3[CH:24]=[CH:23][N:22]=[CH:21][CH:20]=3)[NH:12][C:13]=2[C:14]([O:16]CC)=[O:15])=[CH:5][CH:4]=1.N1C=CC(C=O)=CC=1.[OH-].[K+].Cl>CO>[CH3:1][O:2][C:3]1[CH:4]=[CH:5][C:6]([C:9]2[N:10]=[C:11]([C:19]3[CH:20]=[CH:21][N:22]=[CH:23][CH:24]=3)[NH:12][C:13]=2[C:14]([OH:16])=[O:15])=[CH:7][CH:8]=1 |f:2.3|. Procedure: To a solution of ethyl 4-(4-methoxyphenyl)-2-(pyridin-4-yl)-1H-imidazole-5-carboxylate (0.089 g, 0.28 mmol, prepared (using pyridine-4-carboxaldehyde in place of benzaldehyde) according to the method outlined in Example A-1, step c), in methanol was added 1M aqueous potassium hydroxide (5 ml, 5.0 mmol) and the resulting mixture stirred at 55° C. for 48 hours. The solution was cooled to room temperature, neutralised by the addition of 0.5M aqueous HCl and extracted with DCM. The aqueous phase was... Starting materials: Cc1ccccc1, COC(=O)c1cccc(OC)c1OCCN. The product is COc1cccc2c1OCCNC2=O. RXN SMILES: [CH3:17][c:18]1[cH:19][cH:20][cH:21][cH:22][cH:23]1.[NH2:1][CH2:2][CH2:3][O:4][c:5]1[c:6]([C:7](=[O:8])[O:9][CH3:10])[cH:11][cH:12][cH:13][c:14]1[O:15][CH3:16]>>[NH:1]1[CH2:2][CH2:3][O:4][c:5]2[c:6]([cH:11][cH:12][cH:13][c:14]2[O:15][CH3:16])[C:7]1=[O:8].